This data is from the Open Reaction Database (ORD), a public repository of structured organic reaction records. The task is: describe an organic reaction: reactants, conditions, products, and yield Starting materials: C=CC#N, CC(C)C=O. The product is CC(C)(C=O)CCC#N. As a reaction SMILES: [CH2:1]=[CH:2][C:3]#[N:4].[CH:5]([CH:6]([CH3:7])[CH3:8])=[O:9]>>[CH2:1]([CH2:2][C:3]#[N:4])[C:6]([CH:5]=[O:9])([CH3:7])[CH3:8]. Starting materials: Cc1csc(C(=O)C2CCN(C(=O)OC(C)(C)C)CC2)c1Br, Cl, Cl, [NH4+], [OH-], c1ccncc1. The product is Cc1csc(C(=NO)C2CCN(C(=O)OC(C)(C)C)CC2)c1Br. As a reaction SMILES: [C:4]([CH3:5])([CH3:6])([CH3:7])[O:8][C:9](=[O:10])[N:11]1[CH2:12][CH2:13][CH:14]([C:17](=[O:18])[c:19]2[s:20][cH:21][c:22]([CH3:25])[c:23]2[Br:24])[CH2:15][CH2:16]1.[ClH:1].[ClH:26].[NH4+:3].[OH-:2].[cH:27]1[cH:28][cH:29][n:30][cH:31][cH:32]1>>[OH:2][N:3]=[C:17]([CH:14]1[CH2:13][CH2:12][N:11]([C:9]([O:8][C:4]([CH3:5])([CH3:6])[CH3:7])=[O:10])[CH2:16][CH2:15]1)[c:19]1[s:20][cH:21][c:22]([CH3:25])[c:23]1[Br:24]. Reactants: C(C)(C)(C)OC(NC1=C(C=C(C(=C1)N(C)C(C)C)C(F)(F)F)NC(CC(C1=CC(=CC=C1)N1N=NC=C1COC1OCCCC1)=O)=O)=O ((RS)-[5-(isopropyl-methyl-amino)-2-(3-oxo-3-{3-[5-(tetrahydro-pyran-2-yloxymethyl)-[1,2,3]triazol-1-yl]-phenyl}-propionyl-amino)-4-trifluoromethyl-phenyl]-carbamic acid tert-butyl ester), C(=O)(C(F)(F)F)O (TFA). Solvent: C(Cl)Cl (CH2Cl2). Product: OCC1=CN=NN1C=1C=C(C=CC1)C1=NC2=C(NC(C1)=O)C=C(C(=C2)N(C)C(C)C)C(F)(F)F (4-[3-(5-Hydroxymethyl-[1,2,3]triazol-1-yl)-phenyl]-7-(isopropyl-methyl-amino)-8-trifluoromethyl-1,3-dihydro-benzo[b][1,4]diazepin-2-one), solid. The yield is 45.0%. As a reaction SMILES: C(OC(=O)[NH:7][C:8]1[CH:13]=[C:12]([N:14]([CH:16]([CH3:18])[CH3:17])[CH3:15])[C:11]([C:19]([F:22])([F:21])[F:20])=[CH:10][C:9]=1[NH:23][C:24](=[O:47])[CH2:25][C:26](=O)[C:27]1[CH:32]=[CH:31][CH:30]=[C:29]([N:33]2[C:37]([CH2:38][O:39]C3CCCCO3)=[CH:36][N:35]=[N:34]2)[CH:28]=1)(C)(C)C.C(O)(C(F)(F)F)=O>C(Cl)Cl>[OH:39][CH2:38][C:37]1[N:33]([C:29]2[CH:28]=[C:27]([C:26]3[CH2:25][C:24](=[O:47])[NH:23][C:9]4[CH:10]=[C:11]([C:19]([F:21])([F:20])[F:22])[C:12]([N:14]([CH:16]([CH3:18])[CH3:17])[CH3:15])=[CH:13][C:8]=4[N:7]=3)[CH:32]=[CH:31][CH:30]=2)[N:34]=[N:35][CH:36]=1. Procedure: The title compound was prepared from (RS)-[5-(isopropyl-methyl-amino)-2-(3-oxo-3-{3-[5-(tetrahydro-pyran-2-yloxymethyl)-[1,2,3]triazol-1-yl]-phenyl}-propionyl-amino)-4-trifluoromethyl-phenyl]-carbamic acid tert-butyl ester (Example M106) (0.50 g, 0.74 mmol) by treatment with TFA in CH2Cl2 according to the general procedure N. Obtained as an off-white solid (156 mg, 45%). Starting materials: CN1C(=O)CCC2(C)C1=CCC1C2CCC2(C)C(C(=O)O)CCC12, CC(N)(c1ccccc1)c1ccccc1. The product is CN1C(=O)CCC2(C)C1=CCC1C2CCC2(C)C(C(=O)NC(C)(c3ccccc3)c3ccccc3)CCC12. Reaction SMILES: [CH3:1][N:2]1[C:3]2=[CH:4][CH2:5][CH:6]3[CH:7]4[CH2:8][CH2:9][CH:10]([C:22](=[O:23])[OH:24])[C:11]4([CH3:12])[CH2:13][CH2:14][CH:15]3[C:16]2([CH3:21])[CH2:17][CH2:18][C:19]1=[O:20].[c:25]1([C:31]([CH3:32])([c:33]2[cH:34][cH:35][cH:36][cH:37][cH:38]2)[NH2:39])[cH:26][cH:27][cH:28][cH:29][cH:30]1>>[CH3:1][N:2]1[C:3]2=[CH:4][CH2:5][CH:6]3[CH:7]4[CH2:8][CH2:9][CH:10]([C:22](=[O:23])[NH:39][C:31]([c:25]5[cH:26][cH:27][cH:28][cH:29][cH:30]5)([CH3:32])[c:33]5[cH:34][cH:35][cH:36][cH:37][cH:38]5)[C:11]4([CH3:12])[CH2:13][CH2:14][CH:15]3[C:16]2([CH3:21])[CH2:17][CH2:18][C:19]1=[O:20]. Starting materials: O=C1N(C(C2=CC=CC=C12)=O)C(CNC(OC(C)(C)C)=O)C1=CC=CC=C1 (1,1-dimethylethyl [2-(1,3-dioxo-1,3-dihydro-2H-isoindol-2-yl)-2-phenylethyl]carbamate), CN (MeNH2), NN (NH2NH2). The solvent is CO (MeOH). Conditions: time 12 hour. Product: NC(CNC(OC(C)(C)C)=O)C1=CC=CC=C1 (1,1-dimethylethyl (2-amino-2-phenylethyl)carbamate). Isolated yield 85.3%. As a reaction SMILES: O=C1C2C(=CC=CC=2)C(=O)[N:3]1[CH:12]([C:22]1[CH:27]=[CH:26][CH:25]=[CH:24][CH:23]=1)[CH2:13][NH:14][C:15](=[O:21])[O:16][C:17]([CH3:20])([CH3:19])[CH3:18].CN.NN>CO>[NH2:3][CH:12]([C:22]1[CH:27]=[CH:26][CH:25]=[CH:24][CH:23]=1)[CH2:13][NH:14][C:15](=[O:21])[O:16][C:17]([CH3:20])([CH3:18])[CH3:19]. Procedure: A solution of 1,1-dimethylethyl [2-(1,3-dioxo-1,3-dihydro-2H-isoindol-2-yl)-2-phenylethyl]carbamate (2 g, 5.46 mmol) and either MeNH2 (40 wt % in H2O, 10 eq.) or NH2NH2 (10 eq.) in MeOH (0.5M, 10 mL) was heated to 60° C. in a sealed tube. After 12 h, the solution was concentrated and purified via column chromatography (silica-dry load, 2% MeOH in DCM (1% NH4OH)) affording the title compound (1.1 g, 85%) as a white solid: LC-MS (ES) m/z=237 (M+H)+. Reactants: COCCCOc1cc(C(=O)N(CC2CN(C(=O)OC(C)(C)C)CC2C(=O)NCc2ccccc2)C(C)C)ccc1OC, ClCCl, O=C(O)C(F)(F)F, [Na+], O=C([O-])O. The product is COCCCOc1cc(C(=O)N(CC2CNCC2C(=O)NCc2ccccc2)C(C)C)ccc1OC. Reaction SMILES: [C:1]([O:2][C:3](=[O:4])[N:8]1[CH2:9][CH:10]([C:34]([NH:35][CH2:36][c:37]2[cH:38][cH:39][cH:40][cH:41][cH:42]2)=[O:43])[CH:11]([CH2:13][N:14]([C:15]([c:16]2[cH:17][c:18]([O:24][CH2:25][CH2:26][CH2:27][O:28][CH3:29])[c:19]([O:22][CH3:23])[cH:20][cH:21]2)=[O:30])[CH:31]([CH3:32])[CH3:33])[CH2:12]1)([CH3:5])([CH3:6])[CH3:7].[Cl:56][CH2:57][Cl:58].[F:44][C:45]([F:46])([F:47])[C:48]([OH:49])=[O:50].[Na+:55].[O-:51][C:52]([OH:53])=[O:54]>>[NH:8]1[CH2:9][CH:10]([C:34]([NH:35][CH2:36][c:37]2[cH:38][cH:39][cH:40][cH:41][cH:42]2)=[O:43])[CH:11]([CH2:13][N:14]([C:15]([c:16]2[cH:17][c:18]([O:24][CH2:25][CH2:26][CH2:27][O:28][CH3:29])[c:19]([O:22][CH3:23])[cH:20][cH:21]2)=[O:30])[CH:31]([CH3:32])[CH3:33])[CH2:12]1. Starting materials: C(C)(C)NC=1C(=NC=CC1)N1CCN(CC1)C(=O)C1=CC=C(C(=O)O)C=C1 (4-[1-[3-(isopropylamino)-2-pyridyl]piperazin-4-yl-carbonyl]benzoic acid), CN(CCNC)C (N,N,N'-trimethylethylenediamine). Product: CN(CCN(C(=O)C1=CC=C(C=C1)C(=O)N1CCN(CC1)C1=NC=CC=C1NC(C)C)C)C (1-[N-[2-(Dimethylamino)ethyl]-N-methylcarbamoyl]-4-[1-[3-(isopropylamino)-2-pyridyl]piperazin-4-yl-carbonyl]benzene). The yield is 80.0%. RXN SMILES: [CH:1]([NH:4][C:5]1[C:6]([N:11]2[CH2:16][CH2:15][N:14]([C:17]([C:19]3[CH:27]=[CH:26][C:22]([C:23](O)=[O:24])=[CH:21][CH:20]=3)=[O:18])[CH2:13][CH2:12]2)=[N:7][CH:8]=[CH:9][CH:10]=1)([CH3:3])[CH3:2].[CH3:28][N:29]([CH3:34])[CH2:30][CH2:31][NH:32][CH3:33]>>[CH3:28][N:29]([CH3:34])[CH2:30][CH2:31][N:32]([CH3:33])[C:23]([C:22]1[CH:21]=[CH:20][C:19]([C:17]([N:14]2[CH2:13][CH2:12][N:11]([C:6]3[C:5]([NH:4][CH:1]([CH3:2])[CH3:3])=[CH:10][CH:9]=[CH:8][N:7]=3)[CH2:16][CH2:15]2)=[O:18])=[CH:27][CH:26]=1)=[O:24]. Reported procedure: By the same procedure as described in the example 46, synthesis was carried out starting with 4-[1-[3-(isopropylamino)-2-pyridyl]piperazin-4-yl-carbonyl]benzoic acid and using N,N,N'-trimethylethylenediamine. Then, the product was recrystallized using isopropanol and ether to give the desired compound. Reactants: C(C(C)(C)C)(=O)O[C@H]1[C@H](OC(C(C)(C)C)=O)[C@@H](OC(C(C)(C)C)=O)[C@H](OC(C(C)(C)C)=O)[C@H](O1)C(=O)OC (Methyl 1,2,3,4-tetra-O-pivaloyl-β-D-glucopyranuronate), S(=S)(=O)([O-])[O-].[Na+].[Na+] (sodium thiosulfate), C([O-])(O)=O.[Na+] (sodium bicarbonate), [I-].[K+] (potassium iodide), B(F)(F)F.CCOCC (boron trifluoride diethyl etherate). Solvent: C(C)#N (acetonitrile). The product is I[C@@H]1[C@H](OC(C(C)(C)C)=O)[C@@H](OC(C(C)(C)C)=O)[C@H](OC(C(C)(C)C)=O)[C@H](O1)C(=O)OC (Methyl 1-Deoxy-1-iodo-2.3.4-tri-O-pivaloyl-α-D-glucopyranuronate). Reaction SMILES: C(O[C@@H:8]1[O:34][C@H:33]([C:35]([O:37][CH3:38])=[O:36])[C@@H:25]([O:26][C:27](=[O:32])[C:28]([CH3:31])([CH3:30])[CH3:29])[C@H:17]([O:18][C:19](=[O:24])[C:20]([CH3:23])([CH3:22])[CH3:21])[C@H:9]1[O:10][C:11](=[O:16])[C:12]([CH3:15])([CH3:14])[CH3:13])(=O)C(C)(C)C.[I-:39].[K+].B(F)(F)F.CCOCC.S([O-])([O-])(=O)=S.[Na+].[Na+].C(=O)(O)[O-].[Na+]>C(#N)C>[I:39][C@H:8]1[O:34][C@H:33]([C:35]([O:37][CH3:38])=[O:36])[C@@H:25]([O:26][C:27](=[O:32])[C:28]([CH3:30])([CH3:29])[CH3:31])[C@H:17]([O:18][C:19](=[O:24])[C:20]([CH3:21])([CH3:22])[CH3:23])[C@H:9]1[O:10][C:11](=[O:16])[C:12]([CH3:15])([CH3:13])[CH3:14] |f:1.2,3.4,5.6.7,8.9|. Reported procedure: Methyl 1,2,3,4-tetra-O-pivaloyl-β-D-glucopyranuronate (2.72 g, 5 mmol) in acetonitrile (10 cm3) was heated and stirred at gentle reflux under argon with potassium iodide (1.66 g, 10 mmol) and boron trifluoride diethyl etherate (2.50cm3). After 1 h the dark mixture was cooled, then 10% aq. sodium thiosulfate (25 cm3) and saturated aqueous sodium bicarbonate (NaHCO3) (25 cm3) were added and the product was extracted using ethyl acetate (50 cm3+20 cm3). The combined organic phases were washed with ...